Dataset: the Open Reaction Database (ORD), a public repository of structured organic reaction records. Task: describe an organic reaction: reactants, conditions, products, and yield The reactants are [Br-], CCOC1=NS(=O)(=O)N=C1OCC, CC#N, [K+], CC1(C)Oc2ccc(OC(F)(F)F)cc2C(N)C1O. Product: CCOC1=NS(=O)(=O)N=C1NC1c2cc(OC(F)(F)F)ccc2OC(C)(C)C1O. As a reaction SMILES: [Br-:33].[CH2:20]([CH3:21])[O:22][C:23]1=[N:24][S:25](=[O:31])(=[O:32])[N:26]=[C:27]1[O:28][CH2:29][CH3:30].[CH3:35][C:36]#[N:37].[K+:34].[NH2:1][CH:2]1[CH:3]([OH:19])[C:4]([CH3:17])([CH3:18])[O:5][c:6]2[cH:7][cH:8][c:9]([O:12][C:13]([F:14])([F:15])[F:16])[cH:10][c:11]21>>[NH:1]([CH:2]1[CH:3]([OH:19])[C:4]([CH3:17])([CH3:18])[O:5][c:6]2[cH:7][cH:8][c:9]([O:12][C:13]([F:14])([F:15])[F:16])[cH:10][c:11]21)[C:27]1=[N:26][S:25](=[O:31])(=[O:32])[N:24]=[C:23]1[O:22][CH2:20][CH3:21]. Starting materials: Nc1cccc(-c2c(Cc3ccccc3)cnc3c(C(F)(F)F)cccc23)c1, COc1cccc(C=O)c1. Product: COc1cccc(CNc2cccc(-c3c(Cc4ccccc4)cnc4c(C(F)(F)F)cccc34)c2)c1. As a reaction SMILES: [CH2:1]([c:2]1[cH:3][cH:4][cH:5][cH:6][cH:7]1)[c:8]1[cH:9][n:10][c:11]2[c:12]([C:25]([F:26])([F:27])[F:28])[cH:13][cH:14][cH:15][c:16]2[c:17]1-[c:18]1[cH:19][c:20]([NH2:24])[cH:21][cH:22][cH:23]1.[CH3:29][O:30][c:31]1[cH:32][c:33]([CH:34]=[O:35])[cH:36][cH:37][cH:38]1>>[CH2:1]([c:2]1[cH:3][cH:4][cH:5][cH:6][cH:7]1)[c:8]1[cH:9][n:10][c:11]2[c:12]([C:25]([F:26])([F:27])[F:28])[cH:13][cH:14][cH:15][c:16]2[c:17]1-[c:18]1[cH:19][c:20]([NH:24][CH2:34][c:33]2[cH:32][c:31]([O:30][CH3:29])[cH:38][cH:37][cH:36]2)[cH:21][cH:22][cH:23]1. Reactants: C=CCCCCCCCCCBr, CC(O)=S, CC(=O)[S-], Cc1ccccc1. Product: SCCCCCCCCCCCBr. RXN SMILES: [Br:1][CH2:2][CH2:3][CH2:4][CH2:5][CH2:6][CH2:7][CH2:8][CH2:9][CH2:10][CH:11]=[CH2:12].[C:17]([OH:18])(=[S:19])[CH3:20].[CH3:13][C:14]([S-:15])=[O:16].[CH3:21][c:22]1[cH:23][cH:24][cH:25][cH:26][cH:27]1>>[Br:1][CH2:2][CH2:3][CH2:4][CH2:5][CH2:6][CH2:7][CH2:8][CH2:9][CH2:10][CH2:11][CH2:12][SH:15]. Starting materials: S1CCC(CC1)C#N (Tetrahydro-2H-thiopyran-4-carbonitrile), CCOCC (ether), imine, Cl (HCl), solution, C1(=CC=CC=C1)[Mg]Br (phenyl magnesium bromide). The reagents and catalysts are [Cu]I (CuI). Run in C1CCOC1 (THF), C1CCOC1 (THF). Yields the product C1(=CC=CC=C1)C(=O)C1CCSCC1 (Phenyl(tetrahydro-2H-thiopyran-4-yl)methanone), solid. The yield is 70.0%. Reaction SMILES: [S:1]1[CH2:6][CH2:5][CH:4]([C:7]#N)[CH2:3][CH2:2]1.[C:9]1([Mg]Br)[CH:14]=[CH:13][CH:12]=[CH:11][CH:10]=1.CC[O:19]CC.Cl>C1COCC1.[Cu]I>[C:9]1([C:7]([CH:4]2[CH2:5][CH2:6][S:1][CH2:2][CH2:3]2)=[O:19])[CH:14]=[CH:13][CH:12]=[CH:11][CH:10]=1. Reported procedure: Tetrahydro-2H-thiopyran-4-carbonitrile (2.6 g, 20.5 mmol) and CuI (195 mg, 1 mmol) were diluted in dry THF (200 ml). A 1M solution of phenyl magnesium bromide in THF (41 ml, 41 mmol) was added and the mixture was heated at reflux for 16 hours. After cooling at room temperature, ether was added and the imine was hydrolyzed with a 1 N HCl solution for 10 minutes. The organic phase was separated and treated with a 0.1 N HCl solution for 10 minutes. The organic phase was separated and washed with br... Reactants: [I-].[I-].[I-].C(C)(=O)N1CCN(CC1)C=1C=C(C2=NC3=C(C=CC=C3[S+]=C2C1)C)C.C(C)(=O)N1CCN(CC1)C=1C=C(C2=NC3=C(C=CC=C3[S+]=C2C1)C)C.C(C)(=O)N1CCN(CC1)C=1C=C(C2=NC3=C(C=CC=C3[S+]=C2C1)C)C (3-(4-acetylpiperazin-1-yl)-1,9-dimethylphenothiazin-5-ium triiodide), CO (methanol). Run at time 24 hour. Product: [I-].C(C)(=O)N1CCN(CC1)C=1C=C(C2=NC3=C(C=C(C=C3[S+]=C2C1)N(CCCC)C)C)C (3-(4-Acetylpiperazin-1-yl)-7-(methyl(n-butyl)amino)-1,9-dimethylphenothiazin-5-ium iodide). As a reaction SMILES: [I-:1].[I-].[I-].[C:4]([N:7]1[CH2:12][CH2:11][N:10]([C:13]2[CH:14]=[C:15]([CH3:28])[C:16]3[C:25]([CH:26]=2)=[S+:24][C:23]2[C:18](=[C:19]([CH3:27])[CH:20]=[CH:21][CH:22]=2)[N:17]=3)[CH2:9][CH2:8]1)(=[O:6])[CH3:5].C(N1CC[N:35]([C:38]2C=C(C)[C:41]3[C:50]([CH:51]=2)=[S+]C2C(=C(C)C=CC=2)N=3)[CH2:34]C1)(=O)C.C(N1CCN(C2C=C(C)C3C(C=2)=[S+]C2C(=C(C)C=CC=2)N=3)CC1)(=O)C.CO>>[I-:1].[C:4]([N:7]1[CH2:8][CH2:9][N:10]([C:13]2[CH:14]=[C:15]([CH3:28])[C:16]3[C:25]([CH:26]=2)=[S+:24][C:23]2[C:18](=[C:19]([CH3:27])[CH:20]=[C:21]([N:35]([CH3:34])[CH2:38][CH2:51][CH2:50][CH3:41])[CH:22]=2)[N:17]=3)[CH2:11][CH2:12]1)(=[O:6])[CH3:5] |f:0.1.2.3.4.5,7.8|. Procedure details: To a solution of 3-(4-acetylpiperazin-1-yl)-1,9-dimethylphenothiazin-5-ium triiodide (73 mg, 0.1 mmol) in methanol (5 mL) methyl(n-butyl)amine (0.034 mL, 25.2 mg, 0.3 mmol) was added. Reaction mixture was stirred for 24 h at room temperature. The resulting mixture was concentrated to dryness and purified by flash chromatography using the methanol-chloroform gradient to provide the title compound. Starting materials: CC(=O)O, Nc1cccc(C(F)(F)F)c1, N#C[K], [NH4+], [OH-], O=C1CCN(Cc2ccccc2)CC1. Product: N#CC1(Nc2cccc(C(F)(F)F)c2)CCN(Cc2ccccc2)CC1. As a reaction SMILES: [CH3:31][C:32](=[O:33])[OH:34].[F:15][C:16]([c:17]1[cH:18][c:19]([NH2:23])[cH:20][cH:21][cH:22]1)([F:24])[F:25].[K:26][C:27]#[N:28].[NH4+:29].[OH-:30].[c:1]1([CH2:7][N:8]2[CH2:9][CH2:10][C:11](=[O:14])[CH2:12][CH2:13]2)[cH:2][cH:3][cH:4][cH:5][cH:6]1>>[c:1]1([CH2:7][N:8]2[CH2:9][CH2:10][C:11]([NH:23][c:19]3[cH:18][c:17]([C:16]([F:15])([F:24])[F:25])[cH:22][cH:21][cH:20]3)([C:27]#[N:28])[CH2:12][CH2:13]2)[cH:2][cH:3][cH:4][cH:5][cH:6]1.